This data is from the Open Reaction Database (ORD), a public repository of structured organic reaction records. The task is: describe an organic reaction: reactants, conditions, products, and yield Reactants: O=C(Cl)c1ccccc1, O=C([O-])O, CCNc1cc(OC)ccc1C1CCc2cc(OC)ccc2C1, C1COCCO1, CCN(C(C)C)C(C)C, [Na+]. Yields the product CCN(C(=O)c1ccccc1)c1cc(OC)ccc1C1CCc2cc(OC)ccc2C1. As a reaction SMILES: [C:33]([c:34]1[cH:35][cH:36][cH:37][cH:38][cH:39]1)(=[O:40])[Cl:41].[C:42](=[O:43])([OH:44])[O-:45].[CH2:1]([CH3:2])[NH:3][c:4]1[c:5]([CH:12]2[CH2:13][c:14]3[cH:15][cH:16][c:17]([O:22][CH3:23])[cH:18][c:19]3[CH2:20][CH2:21]2)[cH:6][cH:7][c:8]([O:10][CH3:11])[cH:9]1.[CH2:47]1[O:48][CH2:49][CH2:50][O:51][CH2:52]1.[CH:24]([N:25]([CH2:26][CH3:27])[CH:28]([CH3:29])[CH3:30])([CH3:31])[CH3:32].[Na+:46]>>[CH2:1]([CH3:2])[N:3]([c:4]1[c:5]([CH:12]2[CH2:13][c:14]3[cH:15][cH:16][c:17]([O:22][CH3:23])[cH:18][c:19]3[CH2:20][CH2:21]2)[cH:6][cH:7][c:8]([O:10][CH3:11])[cH:9]1)[C:33]([c:34]1[cH:35][cH:36][cH:37][cH:38][cH:39]1)=[O:40]. The reactants are COC1=CC=C(CN2N=CC3=C2N=CC2=C3C=3C=NC(=NC3CC2)SC)C=C1 (3-(4-methoxybenzyl)-9-(methylsulfanyl)-6,7-dihydro-3H-pyrazolo[4′,3′:5,6]pyrido[4,3-f]quinazoline), OS(=O)(=O)[O-].OS(=O)(=O)O[O-].OS(=O)(=O)O[O-].[O-]S(=O)(=O)[O-].[K+].[K+].[K+].[K+].[K+] (potassium monopersulfate triple salt), CO.O (methanol water). Conditions: time 18 hour. Yields the product COC1=CC=C(CN2N=CC3=C2N=CC2=C3C=3C=NC(=NC3CC2)S(=O)(=O)C)C=C1 (3-(4-methoxybenzyl)-9-(methylsulfonyl)-6,7-dihydro-3H-pyrazolo[4′,3′:5,6]pyrido[4,3-f]quinazoline). Isolated yield 77.0%. RXN SMILES: [CH3:1][O:2][C:3]1[CH:28]=[CH:27][C:6]([CH2:7][N:8]2[C:12]3[N:13]=[CH:14][C:15]4[CH2:24][CH2:23][C:22]5[N:21]=[C:20](SC)[N:19]=[CH:18][C:17]=5[C:16]=4[C:11]=3[CH:10]=[N:9]2)=[CH:5][CH:4]=1.[OH:29][S:30]([O-:33])(=O)=O.OS(O[O-])(=O)=O.OS(O[O-])(=O)=O.[O-]S([O-])(=O)=O.[K+].[K+].[K+].[K+].[K+].[CH3:56]O.O>>[CH3:1][O:2][C:3]1[CH:4]=[CH:5][C:6]([CH2:7][N:8]2[C:12]3[N:13]=[CH:14][C:15]4[CH2:24][CH2:23][C:22]5[N:21]=[C:20]([S:30]([CH3:56])(=[O:33])=[O:29])[N:19]=[CH:18][C:17]=5[C:16]=4[C:11]=3[CH:10]=[N:9]2)=[CH:27][CH:28]=1 |f:1.2.3.4.5.6.7.8.9,10.11|. Reported procedure: To a suspension of 3-(4-methoxybenzyl)-9-(methylsulfanyl)-6,7-dihydro-3H-pyrazolo[4′,3′:5,6]pyrido[4,3-f]quinazoline (1.9 g, 4.8 mmol) in 2:1 mixture of methanol-water (100 mL) was added potassium monopersulfate triple salt (Oxone®, 9.2 g, 15 mmol) and the suspension stirred for 18 hours. On completion of the reaction, the mixture was concentrated under reduced pressure. The residue was dissolved in ethyl acetate (200 mL) and washed with water (2×20 mL), dried using anhydrous sodium sulfate, fil... The product is CCOC(=O)c1ccc(Br)c(OCC(C)(C)O)c1. As a reaction SMILES: [Br:1][c:2]1[c:3]([OH:13])[cH:4][c:5]([C:6](=[O:7])[O:8][CH2:9][CH3:10])[cH:11][cH:12]1.[C:14](=[O:15])([O-:16])[O-:17].[Cl:20][CH2:21][C:22]([CH3:23])([OH:24])[CH3:25].[K+:18].[K+:19].[O:26]=[CH:27][N:28]([CH3:29])[CH3:30]>>[Br:1][c:2]1[c:3]([O:13][CH2:21][C:22]([CH3:23])([OH:24])[CH3:25])[cH:4][c:5]([C:6](=[O:7])[O:8][CH2:9][CH3:10])[cH:11][cH:12]1. Reactants: CCOC(=O)c1ccc(Br)c(O)c1, O=C([O-])[O-], CC(C)(O)CCl, [K+], [K+], CN(C)C=O. The reactants are C(C)(C)(C)OC(=O)N1[C@@H](CCC1)COC1=CC=C(C(=O)O)C=C1 ((S)-4-(1-tert-butoxycarbonyl-2-pyrrolidinyl)methoxybenzoic acid), C(Cl)Cl (CH2Cl2), C(=O)(C(F)(F)F)O (TFA), C(=O)(OCC1C2=CC=CC=C2C2=CC=CC=C12)Cl (Fmoc-Cl). Run in CCOCC (Et2O). Run at time 20 hour. Yields the product C(=O)(OCC1C2=CC=CC=C2C2=CC=CC=C12)N1[C@@H](CCC1)COC1=CC=C(C(=O)O)C=C1 ((S)-4-(1-Fmoc-2-pyrrolidinyl)methoxybenzoic acid). Yield: 91.0%. As a reaction SMILES: [C:1]([O:5][C:6]([N:8]1[CH2:12][CH2:11][CH2:10][C@H:9]1[CH2:13][O:14][C:15]1[CH:23]=[CH:22][C:18]([C:19]([OH:21])=[O:20])=[CH:17][CH:16]=1)=[O:7])([CH3:4])(C)C.C(Cl)Cl.C(O)(C(F)(F)F)=O.C(Cl)(OCC1[C:50]2[C:45](=[CH:46][CH:47]=[CH:48][CH:49]=2)[C:44]2[C:39]1=[CH:40][CH:41]=[CH:42][CH:43]=2)=O>CCOCC>[C:6]([N:8]1[CH2:12][CH2:11][CH2:10][C@H:9]1[CH2:13][O:14][C:15]1[CH:16]=[CH:17][C:18]([C:19]([OH:21])=[O:20])=[CH:22][CH:23]=1)([O:5][CH2:1][CH:4]1[C:43]2[C:44](=[CH:39][CH:40]=[CH:41][CH:42]=2)[C:45]2[C:50]1=[CH:49][CH:48]=[CH:47][CH:46]=2)=[O:7]. Procedure details: To the above (S)-4-(1-tert-butoxycarbonyl-2-pyrrolidinyl)methoxybenzoic acid was added CH2Cl2 (10 mL) and TFA (10 mL). The mixture was stirred at room temp for 1 hr Et2O was added to the mixture and resulting solid was collected. The solid was dissolved in water (100 mL), dioxane (50 mL) and NaHCO3 (4.4 g). Fmoc-Cl (3.34 g, 12.9 mmol) was added to the solution, and the resulting mixture was stirred for 20 hr at room temp. The mixture was washed with Et2O (×2) and aqueous layer was separated. The... Reactants: ClC1=C(C=NC2=CC=C(N=C12)Cl)C(C)=O (1-(4,6-dichloro-1,5-naphthyridin-3-yl)ethanone), CN(CCNC1=NC=C(C=C1)N)C (N2-[2-(dimethylamino)ethyl]pyridine-2,5-diamine). The product is ClC=1N=C2C(=C(C=NC2=CC1)C(C)=O)NC=1C=NC(=CC1)NCCN(C)C (1-(6-Chloro-4-{6-[2-(dimethylamino)ethylamino]pyridin-3-ylamino}-1,5-naphthyridin-3-yl)ethanone). The yield is 45.5%. RXN SMILES: Cl[C:2]1[C:11]2[C:6](=[CH:7][CH:8]=[C:9]([Cl:12])[N:10]=2)[N:5]=[CH:4][C:3]=1[C:13](=[O:15])[CH3:14].[CH3:16][N:17]([CH3:28])[CH2:18][CH2:19][NH:20][C:21]1[CH:26]=[CH:25][C:24]([NH2:27])=[CH:23][N:22]=1>>[Cl:12][C:9]1[N:10]=[C:11]2[C:6](=[CH:7][CH:8]=1)[N:5]=[CH:4][C:3]([C:13](=[O:15])[CH3:14])=[C:2]2[NH:27][C:24]1[CH:23]=[N:22][C:21]([NH:20][CH2:19][CH2:18][N:17]([CH3:28])[CH3:16])=[CH:26][CH:25]=1. Reported procedure: Following general procedure I, 1-(4,6-dichloro-1,5-naphthyridin-3-yl)ethanone (300 mg, 1.2 mmol) was reacted with N2-[2-(dimethylamino)ethyl]pyridine-2,5-diamine (320 mg, 1.5 mmol) to afford the desired product (210 mg, 37%) as an orange solid: 1H NMR (500 MHz, CDCl3) δ 11.41 (br s, 1H), 9.02 (s, 1H), 8.13-8.07 (m, 1H), 7.95 (d, J=2.5 Hz, 1H), 7.47 (dd, J=8.7, 1.1 Hz, 1H), 7.29-7.23 (m, 1H), 6.44 (d, J=8.8 Hz, 1H), 5.12 (t, J=5.1 Hz, 1H), 3.41 (q, J=5.7 Hz, 2H), 2.69 (s, 3H), 2.60 (t, J=6.0 Hz, ...